From a dataset of the Open Reaction Database (ORD), a public repository of structured organic reaction records. describe an organic reaction: reactants, conditions, products, and yield As a reaction SMILES: [Al+3:24].[H-:23].[H-:26].[H-:27].[H-:28].[Li+:25].[O:18]1[CH2:19][CH2:20][CH2:21][CH2:22]1.[c:1]1([CH:7]([CH3:8])[NH:9][CH:10]2[CH2:11][NH:12][C:13](=[O:17])[C:14]23[CH2:15][CH2:16]3)[cH:2][cH:3][cH:4][cH:5][cH:6]1>>[c:1]1([CH:7]([CH3:8])[NH:9][CH:10]2[CH2:11][NH:12][CH2:13][C:14]23[CH2:15][CH2:16]3)[cH:2][cH:3][cH:4][cH:5][cH:6]1. Product: CC(NC1CNCC12CC2)c1ccccc1. The reactants are [Al+3], [H-], [H-], [H-], [H-], [Li+], C1CCOC1, CC(NC1CNC(=O)C12CC2)c1ccccc1. The reactants are C1(=CC=CC2=CC=CC=C12)O (α-naphthol), NC1=CC=CC=C1 (aniline), P(OCC)(OCC)[O-] (diethyl phosphite). The solvent is O (water). Run at temperature 196 celsius. Product: C1(=CC=CC=C1)NC1=CC=CC2=CC=CC=C12 (N-phenyl-α-naphthylamine). Isolated yield 75.0%. Reaction SMILES: [C:1]1(O)[C:10]2[C:5](=[CH:6][CH:7]=[CH:8][CH:9]=2)[CH:4]=[CH:3][CH:2]=1.[NH2:12][C:13]1[CH:18]=[CH:17][CH:16]=[CH:15][CH:14]=1.P([O-])(OCC)OCC>O>[C:13]1([NH:12][C:1]2[C:10]3[C:5](=[CH:6][CH:7]=[CH:8][CH:9]=3)[CH:4]=[CH:3][CH:2]=2)[CH:18]=[CH:17][CH:16]=[CH:15][CH:14]=1. Reported procedure: 288 parts of α-naphthol, 205 parts of aniline and 10 parts of diethyl phosphite are mixed and heated to 196° C. The elimination of water commences at this temperature and has ended when the internal temperature is 234° C. 27 parts of water are removed in the course of 8 hours. After distilling off excess α-naphthol and aniline, 330 parts of phenyl-α-naphthylamine are obtained at a boiling point of 203° - 205° C/5 mm Hg; the product has a melting point of 54° - 58° C and corresponds to a yield of... Starting materials: ice water, IC(C(C)I)C (Diiodobutane), C([O-])([O-])=O.[Na+].[Na+] (sodium carbonate), C(C)OC(CC(C1=CC=CC=C1)=O)=O (ethylbenzoylacetate). Solvent: CN(C=O)C (dimethylformamide). Conditions: temperature 57.5 celsius, time 8 hour. Product: C(C1=CC=CC=C1)(=O)C1(CCCC1)C(=O)OCC (ethyl 1-benzoylcyclopentanecarboxylate). The yield is 58.3%. As a reaction SMILES: I[CH:2]([CH3:6])[CH:3](I)[CH3:4].C(=O)([O-])[O-].[Na+].[Na+].[CH2:13]([O:15][C:16](=[O:26])[CH2:17][C:18](=[O:25])[C:19]1[CH:24]=[CH:23][CH:22]=[CH:21][CH:20]=1)[CH3:14]>CN(C)C=O>[C:18]([C:17]1([C:16]([O:15][CH2:13][CH3:14])=[O:26])[CH2:4][CH2:3][CH2:2][CH2:6]1)(=[O:25])[C:19]1[CH:20]=[CH:21][CH:22]=[CH:23][CH:24]=1 |f:1.2.3|. Procedure: Diiodobutane (17.1 g, 55 mmol), sodium carbonate (35 g, 330 mmol), ethylbenzoylacetate (10.6 g, 55 mmol) and dimethylformamide (170 ml) were mixed and the mixture was stirred at 55 to 60° C. overnight. The mixture after completion of reaction was poured into ice water and the mixture was extracted twice with ethyl acetate (100 ml). The extract was dried over sodium sulfate, and after concentration, purified by silica gel column chromatography (hexane:ethyl acetate=9:1) to give the title compound... Starting materials: FC1=CC=C2C(CC(C2=C1)(C1=CC=NC=C1)O)C1=CC=C(C=C1)F (6-Fluoro-3-(4'-fluorophenyl)-1-hydroxy-1-pyrid-4-ylindane), CI (methyliodide), [I-] (iodide). Reagents/catalysts: O=[Pt]=O (PtO2). Run in C(C)O (ethanol). Yields the product FC1=CC=C2C(CC(C2=C1)(C1CCN(CC1)C)O)C1=CC=C(C=C1)F (6-Fluoro-3-(4'-fluorophenyl)-1-hydroxy-1-(1-methyl-4-piperidyl)-indane). As a reaction SMILES: [F:1][C:2]1[CH:10]=[C:9]2[C:5]([CH:6]([C:18]3[CH:23]=[CH:22][C:21]([F:24])=[CH:20][CH:19]=3)[CH2:7][C:8]2([OH:17])[C:11]2[CH:16]=[CH:15][N:14]=[CH:13][CH:12]=2)=[CH:4][CH:3]=1.[CH3:25]I.[I-]>C(O)C.O=[Pt]=O>[F:1][C:2]1[CH:10]=[C:9]2[C:5]([CH:6]([C:18]3[CH:23]=[CH:22][C:21]([F:24])=[CH:20][CH:19]=3)[CH2:7][C:8]2([OH:17])[CH:11]2[CH2:12][CH2:13][N:14]([CH3:25])[CH2:15][CH2:16]2)=[CH:4][CH:3]=1. Procedure details: 6-Fluoro-3-(4'-fluorophenyl)-1-hydroxy-1-pyrid-4-ylindane (5.0 g) was reacted with methyliodide as described in Example 2, and the resulting pyridylium iodide (viscous oil) was dissolved in ethanol (150 ml) and 0.5 g PtO2 added. The estimated amount of hydrogen was consumed in 3 hrs. (3.0-3.5 atm.). The catalyst was filtered off and the ethanol evaporated. Ice-cold NaOH solution (100 ml 0.2M) was added to the residue and the resulting base extracted with ethyl acetate (2×50 ml). The combined org... Starting materials: OC1=C(C(CC(C1)C1=C(C(=C(C=C1C)C)S(=O)(=O)Cl)C)=O)C(CC)=O (3-hydroxy-5-(2,4,6-trimethyl-3-chlorosulphonylphenyl)-2-propionylcyclohex-2-en-1-one), N (ammonia), Cl (hydrochloric acid). Run at temperature 20 celsius, time 1 hour. Product: OC1=C(C(CC(C1)C1=C(C(=C(C=C1C)C)S(N)(=O)=O)C)=O)C(CC)=O (3-hydroxy-5-(2,4,6-trimethyl-3-sulfamoylphenyl)-2-propionylcyclohex-2-en-1-one). The yield is 81.0%. Reaction SMILES: [OH:1][C:2]1[CH2:7][CH:6]([C:8]2[C:13]([CH3:14])=[CH:12][C:11]([CH3:15])=[C:10]([S:16](Cl)(=[O:18])=[O:17])[C:9]=2[CH3:20])[CH2:5][C:4](=[O:21])[C:3]=1[C:22](=[O:25])[CH2:23][CH3:24].Cl.[NH3:27]>>[OH:1][C:2]1[CH2:7][CH:6]([C:8]2[C:13]([CH3:14])=[CH:12][C:11]([CH3:15])=[C:10]([S:16](=[O:18])(=[O:17])[NH2:27])[C:9]=2[CH3:20])[CH2:5][C:4](=[O:21])[C:3]=1[C:22](=[O:25])[CH2:23][CH3:24]. Reported procedure: A mixture of 3-hydroxy-5-(2,4,6-trimethyl-3-chlorosulphonylphenyl)-2-propionylcyclohex-2-en-1-one (1.3 g) and aqueous ammonia (50 ml, 25%) was stirred at 20° C. for 1 hour. The mixture was acidified with dilute hydrochloric acid and the product was extracted into dichloromethane (2×100 ml). The organic layer was dried over anhydrous sodium sulphate and the solvent was removed by evaporation under reduced pressure using a rotary evaporator to give 3-hydroxy-5-(2,4,6-trimethyl-3-sulfamoylphenyl)-2...